describe an organic reaction: reactants, conditions, products, and yield From a dataset of the Open Reaction Database (ORD), a public repository of structured organic reaction records. Starting materials: CC(=O)N(C)c1cc2c(cc1[N+](=O)[O-])N(C)C(=O)C2(C)C, Cl. Yields the product CNc1cc2c(cc1[N+](=O)[O-])N(C)C(=O)C2(C)C. As a reaction SMILES: [CH3:1][N:2]([C:3](=[O:4])[CH3:5])[c:6]1[cH:7][c:8]2[c:12]([cH:13][c:14]1[N+:15](=[O:16])[O-:17])[N:11]([CH3:18])[C:10](=[O:19])[C:9]2([CH3:20])[CH3:21].[ClH:22]>>[CH3:1][NH:2][c:6]1[cH:7][c:8]2[c:12]([cH:13][c:14]1[N+:15](=[O:16])[O-:17])[N:11]([CH3:18])[C:10](=[O:19])[C:9]2([CH3:20])[CH3:21]. Starting materials: C(CCC)OC(=O)C=1N=CC2=CC(=CC=C2C1O)OC1=CC(=C(C=C1)F)F (7-(3,4-Difluoro-phenoxy)-4-hydroxy-isoquinoline-3-carboxylic acid butyl ester), N[C@@H](C)C(=O)O (L-alanine). Yields the product FC=1C=C(OC2=CC=C3C(=C(N=CC3=C2)C(=O)NC(C(=O)O)C)O)C=CC1F (2-{[7-(3,4-Difluoro-phenoxy)-4-hydroxy-isoquinoline-3-carbonyl]-amino}-propionic acid). RXN SMILES: C(O[C:6]([C:8]1[N:9]=[CH:10][C:11]2[C:16]([C:17]=1[OH:18])=[CH:15][CH:14]=[C:13]([O:19][C:20]1[CH:25]=[CH:24][C:23]([F:26])=[C:22]([F:27])[CH:21]=1)[CH:12]=2)=[O:7])CCC.[NH2:28][C@H:29]([C:31]([OH:33])=[O:32])[CH3:30]>>[F:27][C:22]1[CH:21]=[C:20]([CH:25]=[CH:24][C:23]=1[F:26])[O:19][C:13]1[CH:12]=[C:11]2[C:16]([C:17]([OH:18])=[C:8]([C:6]([NH:28][CH:29]([CH3:30])[C:31]([OH:33])=[O:32])=[O:7])[N:9]=[CH:10]2)=[CH:15][CH:14]=1. Procedure details: Prepared in analogy to Example A-50 by reacting 7-(3,4-Difluoro-phenoxy)-4-hydroxy-isoquinoline-3-carboxylic acid butyl ester (compound of Example A-62 a) with L-alanine in a pressure tube for 3 days at 85° C. MS-(+)-ion: M−1=389.2. As a reaction SMILES: [C:19]([CH3:20])(=[O:21])[O:22][CH:23]1[CH2:24][CH:25]([O:40][CH:41]2[O:42][CH2:43][CH2:44][CH2:45][CH2:46]2)[CH:26]([CH:38]=[O:39])[CH:27]1[CH2:28][CH2:29][CH2:30][CH2:31][CH2:32][CH2:33][C:34](=[O:35])[O:36][CH3:37].[CH2:47]1[O:48][CH2:49][CH2:50][CH2:51]1.[CH3:1][O:2][P:3](=[O:4])([O:5][CH3:6])[CH2:7][C:8]([C:9]([CH2:10][CH2:11][CH2:12][CH3:13])([F:14])[F:15])=[O:16].[H-:17].[Na+:18]>>[CH:7]([C:8]([C:9]([CH2:10][CH2:11][CH2:12][CH3:13])([F:14])[F:15])=[O:16])=[CH:38][CH:26]1[CH:25]([O:40][CH:41]2[O:42][CH2:43][CH2:44][CH2:45][CH2:46]2)[CH2:24][CH:23]([O:22][C:19]([CH3:20])=[O:21])[CH:27]1[CH2:28][CH2:29][CH2:30][CH2:31][CH2:32][CH2:33][C:34](=[O:35])[O:36][CH3:37]. Reactants: COC(=O)CCCCCCC1C(OC(C)=O)CC(OC2CCCCO2)C1C=O, C1CCOC1, CCCCC(F)(F)C(=O)CP(=O)(OC)OC, [H-], [Na+]. The product is CCCCC(F)(F)C(=O)C=CC1C(OC2CCCCO2)CC(OC(C)=O)C1CCCCCCC(=O)OC. Yields the product C(\C=C/C(=O)N)(=O)O (maleamic acid), C(\C=C\C(=O)N)(=O)O (fumaramic acid), ammonium salts. Reactants: ( b ), amines, C1(\C=C/C(=O)O1)=O (maleic anhydride), ( a ), ( b ), N (ammonia). As a reaction SMILES: [NH3:1].[C:2]1(=[O:8])[O:7][C:5](=[O:6])[CH:4]=[CH:3]1>>[C:2]([OH:7])(=[O:8])/[CH:3]=[CH:4]\[C:5]([NH2:1])=[O:6].[C:2]([OH:7])(=[O:8])/[CH:3]=[CH:4]/[C:5]([NH2:1])=[O:6]. Procedure: Components (a) and (b) can also be reacted in a system in which a liquid phase exists in addition to one or more solid phases. This takes place, for example, by reacting gaseous amines or ammonia with molten maleic anhydride. This reaction is carried out in the range from about 50 to 100° C. In this case, component (b) is added at a rate such that the temperature does not rise above 100° C. Several solid products are formed in the reaction, such as maleamic acid, fumaramic acid or their ammonium... Procedure: L-lysine hydrochloride (18.3 g, 0.1 mols) and 2.0 g (0.2 mols) of sodium hydroxide were dissolved in 100 ml of water in a three-necked round flask, and 100 ml of i-propanol were added thereto. Then, 32.6 g (0.1 mols) of octadecylglycidyl ether were added dropwise thereto over a period of 30 minutes while being heat-refluxed and stirred. Further, the mixture was stirred under reflux for 3 hours. It was identified through TLC and gas chromatography that octadecylglycidyl ether disappeared. Thereaf... Reaction SMILES: [ClH:1].[NH2:2][C@H:3]([C:9]([OH:11])=[O:10])[CH2:4][CH2:5][CH2:6][CH2:7][NH2:8].[OH-].[Na+].[CH2:14]([O:32][CH2:33][CH:34]1[O:36][CH2:35]1)[CH2:15][CH2:16][CH2:17][CH2:18][CH2:19][CH2:20][CH2:21][CH2:22][CH2:23][CH2:24][CH2:25][CH2:26][CH2:27][CH2:28][CH2:29][CH2:30][CH3:31].Cl>O.C(O)(C)C>[ClH:1].[OH:36][CH:34]([CH2:33][O:32][CH2:14][CH2:15][CH2:16][CH2:17][CH2:18][CH2:19][CH2:20][CH2:21][CH2:22][CH2:23][CH2:24][CH2:25][CH2:26][CH2:27][CH2:28][CH2:29][CH2:30][CH3:31])[CH2:35][NH:8][CH2:7][CH2:6][CH2:5][CH2:4][C@@H:3]([C:9]([OH:11])=[O:10])[NH2:2] |f:0.1,2.3,8.9|. The reactants are C(CCCCCCCCCCCCCCCCC)OCC1CO1 (octadecylglycidyl ether), Cl.N[C@@H](CCCCN)C(=O)O (L-lysine hydrochloride), [OH-].[Na+] (sodium hydroxide), C(CCCCCCCCCCCCCCCCC)OCC1CO1 (octadecylglycidyl ether), Cl (hydrochloric acid). Yields the product Cl.OC(CNCCCC[C@H](N)C(=O)O)COCCCCCCCCCCCCCCCCCC (Nε-(2-hydroxy-3-octadecyloxypropyl)-L-lysine hydrochloride). Solvent: C(C)(C)O (i-propanol), O (water). The yield is 23.6%. The reactants are Cc1cc(C=O)ccc1OCc1ccccc1, CCOC(=O)CP(=O)(OCC)OCC. Yields the product CCOC(=O)C=Cc1ccc(OCc2ccccc2)c(C)c1. RXN SMILES: [CH2:1]([c:2]1[cH:3][cH:4][cH:5][cH:6][cH:7]1)[O:8][c:9]1[c:10]([CH3:17])[cH:11][c:12]([CH:13]=[O:14])[cH:15][cH:16]1.[CH3:18][CH2:19][O:20][C:21](=[O:22])[CH2:23][P:24]([O:25][CH2:26][CH3:27])([O:28][CH2:29][CH3:30])=[O:31]>>[CH2:1]([c:2]1[cH:3][cH:4][cH:5][cH:6][cH:7]1)[O:8][c:9]1[c:10]([CH3:17])[cH:11][c:12]([CH:13]=[CH:23][C:21]([O:20][CH2:19][CH3:18])=[O:22])[cH:15][cH:16]1. Starting materials: ClC1=NC(=CC(=N1)C(=O)O)C (2-chloro-6-methylpyrimidine-4-carboxylic acid), C(CC)N (propylamine). Run in O1CCOCC1 (dioxane). Yields the product CC1=CC(=NC(=N1)NCCC)C(=O)O (6-methyl-2-propylamino-pyrimidine-4-carboxylic acid). Reaction SMILES: Cl[C:2]1[N:7]=[C:6]([C:8]([OH:10])=[O:9])[CH:5]=[C:4]([CH3:11])[N:3]=1.[CH2:12]([NH2:15])[CH2:13][CH3:14]>O1CCOCC1>[CH3:11][C:4]1[N:3]=[C:2]([NH:15][CH2:12][CH2:13][CH3:14])[N:7]=[C:6]([C:8]([OH:10])=[O:9])[CH:5]=1. Procedure details: A solution of 2-chloro-6-methylpyrimidine-4-carboxylic acid (100 mg, 0.58 mmol) and propylamine (0.48 mL) in dioxane (1 mL) is stirred at 70° C. for 18 h. The reaction mixture is concentrated and purified by prep. HPLC (X-Bridge) to give 6-methyl-2-propylamino-pyrimidine-4-carboxylic acid (81 mg) as a yellow crystalline solid; LC-MS: tR=0.56 min, [M+H]+=196.08; 1H NMR (D6-DMSO): δ 0.89 (t, J=7.3 Hz, 3H), 1.53 (m, 2H), 2.32 (s, 3H), 3.25 (m, 2H), 6.92 (s, 1H), 7.36 (s br, 1H), 13.2 (s br, 1H). The reactants are C(C)(C)N(CC[C@H](C1=CC=CC=C1)C1=C(C=CC(=C1)C=O)OCC1=CC=CC=C1)C(C)C ((R)-N,N-diisopropyl-3-(2-benzyloxy-5-formylphenyl)-3-phenylpropanamine), C1CCOC1 (THF), Cl (hydrochloric acid), C1(=CC=CC=C1)P(C1=CC=CC=C1)C1=CC=CC=C1 (triphenylphosphine), [Br-].C(=O)(O)CCCC[P+](C1=CC=CC=C1)(C1=CC=CC=C1)C1=CC=CC=C1 (4-carboxybutyl triphenylphosphonium bromide), CC(C)([O-])C.[K+] (potassium tert-butoxide), C1CCOC1 (THF). The solvent is C(C)OCC (diethyl ether). Conditions: time 10 minute. Product: C(C)(C)N(CC[C@H](C1=CC=CC=C1)C1=C(C=CC(=C1)C=CCCCC(=O)O)OCC1=CC=CC=C1)C(C)C ((R)-N,N-Diisopropyl-3-[2-benzyloxy 5-(5-carboxypent-1-enyl)phenyl]-3-phenylpropanamine). Reaction SMILES: [Br-].[C:2]([CH2:5][CH2:6][CH2:7][CH2:8][P+](C1C=CC=CC=1)(C1C=CC=CC=1)C1C=CC=CC=1)([OH:4])=[O:3].C[C:29](C)([O-:31])C.[K+].[CH:34]([N:37]([CH:63]([CH3:65])[CH3:64])[CH2:38][CH2:39][C@@H:40]([C:47]1[CH:52]=[C:51](C=O)[CH:50]=[CH:49][C:48]=1OCC1C=CC=CC=1)[C:41]1[CH:46]=[CH:45][CH:44]=[CH:43][CH:42]=1)([CH3:36])[CH3:35].Cl.C1(P([C:80]2[CH:85]=[CH:84][CH:83]=[CH:82][CH:81]=2)C2C=CC=CC=2)C=CC=CC=1.[CH2:86]1COCC1>C(OCC)C>[CH:63]([N:37]([CH:34]([CH3:35])[CH3:36])[CH2:38][CH2:39][C@@H:40]([C:47]1[CH:52]=[C:51]([CH:86]=[CH:8][CH2:7][CH2:6][CH2:5][C:2]([OH:4])=[O:3])[CH:50]=[CH:49][C:48]=1[O:31][CH2:29][C:80]1[CH:81]=[CH:82][CH:83]=[CH:84][CH:85]=1)[C:41]1[CH:46]=[CH:45][CH:44]=[CH:43][CH:42]=1)([CH3:64])[CH3:65] |f:0.1,2.3|. Procedure: To a slurry of 4-carboxybutyl triphenylphosphonium bromide (4.1 g, 9.31 mmol) in THF (25 mL) at −10° C. under nitrogen atmosphere was added potassium tert-butoxide (2.1 g, 18.62 mmol). The mixture turned orange and after 10 minutes stirring, (R)-N,N-diisopropyl-3-(2-benzyloxy-5-formylphenyl)-3-phenylpropanamine (2 g, 4.65 mmol) in THF (10 mL) was added. After 4 hours of stirring, hydrochloric acid (1M) and diethyl ether were added and the layers were separated. The aqueous layer was extracted wi... Starting materials: CS(=O)(=O)c1ccc(C(=O)c2ccc(Br)cc2)cc1, CC1(C)C2CCC1(CS(=O)(=O)O)C(=O)C2, COC(=O)C(N)CC(C)C, Cc1ccccc1, Cl. Yields the product COC(=O)C(CC(C)C)N=C(c1ccc(Br)cc1)c1ccc(S(C)(=O)=O)cc1. Reaction SMILES: [Br:1][c:2]1[cH:3][cH:4][c:5]([C:8](=[O:9])[c:10]2[cH:11][cH:12][c:13]([S:16](=[O:17])(=[O:18])[CH3:19])[cH:14][cH:15]2)[cH:6][cH:7]1.[C:31]12([CH2:32][S:33]([OH:34])(=[O:35])=[O:36])[C:37]([CH3:38])([CH3:39])[CH:40]([CH2:41][CH2:42]1)[CH2:43][C:44]2=[O:45].[CH3:21][O:22][C:23]([CH:24]([NH2:25])[CH2:26][CH:27]([CH3:28])[CH3:29])=[O:30].[CH3:46][c:47]1[cH:48][cH:49][cH:50][cH:51][cH:52]1.[ClH:20]>>[Br:1][c:2]1[cH:3][cH:4][c:5]([C:8]([c:10]2[cH:11][cH:12][c:13]([S:16](=[O:17])(=[O:18])[CH3:19])[cH:14][cH:15]2)=[N:25][CH:24]([C:23]([O:22][CH3:21])=[O:30])[CH2:26][CH:27]([CH3:28])[CH3:29])[cH:6][cH:7]1.